Dataset: the Open Reaction Database (ORD), a public repository of structured organic reaction records. Task: describe an organic reaction: reactants, conditions, products, and yield Reactants: COc1ccc(CSC2CC(C(=O)O)N(C(=O)OCc3ccc([N+](=O)[O-])cc3)C2)cc1, CC#N, CCN(C(C)C)C(C)C, O=C(O)C(F)(F)F, O=C(O)C(F)(F)F, O=C(CN1CCCNCC1)OCc1ccc([N+](=O)[O-])cc1. Yields the product COc1ccc(CSC2CC(C(=O)N3CCCN(CC(=O)OCc4ccc([N+](=O)[O-])cc4)CC3)N(C(=O)OCc3ccc([N+](=O)[O-])cc3)C2)cc1. Reaction SMILES: [CH3:1][O:2][c:3]1[cH:4][cH:5][c:6]([CH2:7][S:8][CH:9]2[CH2:10][CH:11]([C:27](=[O:28])[OH:29])[N:12]([C:14](=[O:15])[O:16][CH2:17][c:18]3[cH:19][cH:20][c:21]([N+:24](=[O:25])[O-:26])[cH:22][cH:23]3)[CH2:13]2)[cH:30][cH:31]1.[CH3:67][C:68]#[N:69].[CH:70]([N:71]([CH:72]([CH3:73])[CH3:74])[CH2:75][CH3:76])([CH3:77])[CH3:78].[F:32][C:33]([F:34])([F:35])[C:36]([OH:37])=[O:38].[F:39][C:40]([F:41])([F:42])[C:43]([OH:44])=[O:45].[N+:46](=[O:47])([O-:48])[c:49]1[cH:50][cH:51][c:52]([CH2:53][O:54][C:55](=[O:56])[CH2:57][N:58]2[CH2:59][CH2:60][NH:61][CH2:62][CH2:63][CH2:64]2)[cH:65][cH:66]1>>[CH3:1][O:2][c:3]1[cH:4][cH:5][c:6]([CH2:7][S:8][CH:9]2[CH2:10][CH:11]([C:27](=[O:29])[N:61]3[CH2:60][CH2:59][N:58]([CH2:57][C:55]([O:54][CH2:53][c:52]4[cH:51][cH:50][c:49]([N+:46](=[O:47])[O-:48])[cH:66][cH:65]4)=[O:56])[CH2:64][CH2:63][CH2:62]3)[N:12]([C:14](=[O:15])[O:16][CH2:17][c:18]3[cH:19][cH:20][c:21]([N+:24](=[O:25])[O-:26])[cH:22][cH:23]3)[CH2:13]2)[cH:30][cH:31]1. The solvent is ClCCl (dichloromethane). The reactants are C(C)(=S)NC[C@H]1CN(C(O1)=O)C1=CC(=C(C=C1)N)F (5-(S)-thioacetamidomethyl-3-[4′-amino-3′-fluorophenyl]oxazoli-dine-2-one), C(C)(=O)OC(C)=O (acetic anhydride), N1=CC=CC=C1 (pyridine). The product is C(C)(=S)NC[C@H]1CN(C(O1)=O)C1=CC(=C(C=C1)NC(C)=O)F (5-(S)-Thioacetamidomethyl-3-[4′-acetamido-3′-fluorophenyl]oxazolidine-2-one). As a reaction SMILES: [C:1]([NH:4][CH2:5][C@@H:6]1[O:10][C:9](=[O:11])[N:8]([C:12]2[CH:17]=[CH:16][C:15]([NH2:18])=[C:14]([F:19])[CH:13]=2)[CH2:7]1)(=[S:3])[CH3:2].[C:20](OC(=O)C)(=[O:22])[CH3:21].N1C=CC=CC=1>ClCCl>[C:1]([NH:4][CH2:5][C@@H:6]1[O:10][C:9](=[O:11])[N:8]([C:12]2[CH:17]=[CH:16][C:15]([NH:18][C:20](=[O:22])[CH3:21])=[C:14]([F:19])[CH:13]=2)[CH2:7]1)(=[S:3])[CH3:2]. The yield is 95.0%. Procedure details: A solution of 5-(S)-thioacetamidomethyl-3-[4′-amino-3′-fluorophenyl]oxazoli-dine-2-one (0.070 g, 0.247 mmol), acetic anhydride (0.25 mL), pyridine (0.38 mL), and dichloromethane (0.75 mL) was stirred at r.t. for 4 h. Solvent was removed under vacuum and the crude product purified by PTLC (10% MeOH in DCM) to give a white solid (0.076 g, 95%). M.p. 200-1° C.; MS (m/z): (M+H)+=326. Starting materials: FC1=C(C=C(C=C1)S(=O)(=O)Cl)[N+](=O)[O-] (4-fluoro-3-nitrobenzene-1-sulfonyl chloride), COC1=C(CNC2=NC=NS2)C=CC(=C1)OC (N-(2,4-dimethoxybenzyl)-1,2,4-thiadiazol-5-amine), C[Si](C)(C)[N-][Si](C)(C)C.[Li+] (lithium bis(trimethylsilyl)amide), C(=O)=O (dry ice). Solvent: C1CCOC1 (THF), O (water), C1CCOC1 (THF), CC(=O)C (acetone). Conditions: time 5 minute. Yields the product COC1=C(CN(S(=O)(=O)C2=CC(=C(C=C2)F)[N+](=O)[O-])C2=NC=NS2)C=CC(=C1)OC (N-(2,4-dimethoxybenzyl)-4-fluoro-3-nitro-N-(1,2,4-thiadiazol-5-yl)benzenesulfonamide). The yield is 54.2%. Reaction SMILES: [CH3:1][O:2][C:3]1[CH:15]=[C:14]([O:16][CH3:17])[CH:13]=[CH:12][C:4]=1[CH2:5][NH:6][C:7]1[S:11][N:10]=[CH:9][N:8]=1.C(=O)=O.C[Si]([N-][Si](C)(C)C)(C)C.[Li+].[F:31][C:32]1[CH:37]=[CH:36][C:35]([S:38](Cl)(=[O:40])=[O:39])=[CH:34][C:33]=1[N+:42]([O-:44])=[O:43]>C1COCC1.O.CC(C)=O>[CH3:1][O:2][C:3]1[CH:15]=[C:14]([O:16][CH3:17])[CH:13]=[CH:12][C:4]=1[CH2:5][N:6]([C:7]1[S:11][N:10]=[CH:9][N:8]=1)[S:38]([C:35]1[CH:36]=[CH:37][C:32]([F:31])=[C:33]([N+:42]([O-:44])=[O:43])[CH:34]=1)(=[O:39])=[O:40] |f:2.3|. Reported procedure: A round-bottom flask was charged with N-(2,4-dimethoxybenzyl)-1,2,4-thiadiazol-5-amine (851 mg, 3.39 mmol) and THF (10 mL) to give a clear, light yellow solution. The flask was cooled in a dry ice and acetone bath for 10 min, then lithium bis(trimethylsilyl)amide (1M in THF) (3387 μl, 3.39 mmol) was added dropwise over 1 minute to give a suspension. The flask was removed from the cooling bath for 10 min, then re-cooled for 5 min. A solution of 4-fluoro-3-nitrobenzene-1-sulfonyl chloride (737.72 ... Reactants: CN(C)P(=O)(N(C)C)N(C)C, CC(C)(C)[Si](C)(C)Cl, O=C1C=C(Cl)C(O)C1, O. Yields the product CC(C)(C)[Si](C)(C)OC1CC(=O)C=C1Cl. Reaction SMILES: [CH3:17][N:18]([CH3:19])[P:20](=[O:21])([N:22]([CH3:23])[CH3:24])[N:25]([CH3:26])[CH3:27].[Cl:1][Si:2]([C:3]([CH3:4])([CH3:5])[CH3:6])([CH3:7])[CH3:8].[Cl:9][C:10]1=[CH:11][C:12](=[O:16])[CH2:13][CH:14]1[OH:15].[OH2:28]>>[Si:2]([C:3]([CH3:4])([CH3:5])[CH3:6])([CH3:7])([CH3:8])[O:15][CH:14]1[C:10]([Cl:9])=[CH:11][C:12](=[O:16])[CH2:13]1. Reactants: O1CCOCC1.Cl (Hydrogen chloride dioxane), COC=1C=C(CN[C@H]([C@H](O)C=2C=CC(=C(C2)NS(=O)(=O)C)O)C)C=C(C1)OC (N-(5-((1R,2S)-2-(3,5-Dimethoxybenzylamino)-1-hydroxypropyl)-2-hydroxyphenyl)methanesulfonamide). Run in O1CCOCC1 (dioxane). Yields the product Cl (hydrochloric acid), COC=1C=C(CN[C@H]([C@H](O)C=2C=CC(=C(C2)NS(=O)(=O)C)O)C)C=C(C1)OC (N-(5-((1R,2S)-2-(3,5-Dimethoxybenzylamino)-1-hydroxypropyl)-2-hydroxyphenyl)methanesulfonamide). Yield: 55.0%. As a reaction SMILES: O1CCOCC1.[ClH:7].[CH3:8][O:9][C:10]1[CH:11]=[C:12]([CH:31]=[C:32]([O:34][CH3:35])[CH:33]=1)[CH2:13][NH:14][C@@H:15]([CH3:30])[C@@H:16]([C:18]1[CH:19]=[CH:20][C:21]([OH:29])=[C:22]([NH:24][S:25]([CH3:28])(=[O:27])=[O:26])[CH:23]=1)[OH:17]>O1CCOCC1>[ClH:7].[CH3:8][O:9][C:10]1[CH:11]=[C:12]([CH:31]=[C:32]([O:34][CH3:35])[CH:33]=1)[CH2:13][NH:14][C@@H:15]([CH3:30])[C@@H:16]([C:18]1[CH:19]=[CH:20][C:21]([OH:29])=[C:22]([NH:24][S:25]([CH3:28])(=[O:27])=[O:26])[CH:23]=1)[OH:17] |f:0.1|. Procedure: 4N Hydrogen chloride dioxane solution (0.04 mL) was added to the dioxane solution (1 mL) of the obtained amine (4) (47 mg, 0.11 mmol), and the mixture was freeze-dried, to give hydrochloric acid salt of the amine (4) as white solid (27 mg, yield: 55%).